This data is from the Open Reaction Database (ORD), a public repository of structured organic reaction records. The task is: describe an organic reaction: reactants, conditions, products, and yield Starting materials: Cl[Sn]Cl (SnCl2), COC1=C(C(=CC(=C1)C(=C)N1CCCC1)OC)OC (1,2,3-trimethoxy-5-(1-pyrrolidinylvinyl) benzene), CC(=O)C1=CC(=C(C(=C1)OC)OC)OC (3,4,5-trimethoxyacetophenone), N1CCCC1 (pyrrolidine), CC1=NC(=C(C(=N1)Cl)[N+](=O)[O-])Cl (2-methyl-4,6-dichloro-5-nitropyrimidine), C(C)(C)N(C(C)C)CC (N,N-diisopropylethylamine), N1CCCCC1 (piperidine), Cl[Sn]Cl (SnCl2). Reagents/catalysts: Cl[Ti](Cl)(Cl)Cl (TiCl4). Run in CN(C)C=O (DMF), CCN(CC)CC (NEt3). Reaction conditions: temperature 140 celsius, time 16 hour. Product: COC1=C(C(=CC(=C1)C1=NC=2C(NC(=NC2)C2CC(NCC2)C)=C1)OC)OC (1,2,3-trimethoxy-5-[2-methyl-4-piperidylpyrrolo[4,5-d]pyrimidin-6-yl]benzene). Isolated yield 35.0%. Reaction SMILES: [CH3:1][O:2][C:3]1[CH:8]=[C:7]([C:9]([N:11]2[CH2:15][CH2:14][CH2:13]C2)=C)[CH:6]=[C:5]([O:16][CH3:17])[C:4]=1[O:18][CH3:19].CC(C1C=C(OC)C(OC)=C(OC)C=1)=O.N1CCCC1.[CH3:40][C:41]1[N:46]=C(Cl)C([N+]([O-])=O)=[C:43](Cl)[N:42]=1.C([N:55]([CH2:59][CH3:60])[CH:56]([CH3:58])[CH3:57])(C)C.N1CCCCC1.Cl[Sn]Cl>CN(C=O)C.Cl[Ti](Cl)(Cl)Cl.CCN(CC)CC>[CH3:17][O:16][C:5]1[CH:6]=[C:7]([C:9]2[CH:13]=[C:14]3[NH:46][C:41]([CH:40]4[CH2:60][CH2:59][NH:55][CH:56]([CH3:57])[CH2:58]4)=[N:42][CH:43]=[C:15]3[N:11]=2)[CH:8]=[C:3]([O:2][CH3:1])[C:4]=1[O:18][CH3:19]. Procedure details: Using the method described in Example 30 by employing 1,2,3-trimethoxy-5-(1-pyrrolidinylvinyl) benzene (freshly prepared before use from 3,4,5-trimethoxyacetophenone (Aldrich Chemical Company), pyrrolidine and TiCl4 (1.70 g, 6.46 mmol), 2-methyl-4,6-dichloro-5-nitropyrimidine (Example 76(b)) (1.35 g, 6.46 mmol), N,N-diisopropylethylamine (1.1 mL, 6.46 mmol), piperidine (1.0 mL, 10.3 mmol), NEt3 (1.1 mL) and SnCl2 (19 mL of a 2 M soln in DMF). In this example the SnCl2 solution was added to the r... Solvent: CN(C=O)C (dimethylformamide), C(C)(=O)OCC (ethyl acetate). Yields the product C(C)(=O)OCOC(C1=CC(=C(C=C1)NC(=O)[C@@H]1N[C@H]([C@]([C@H]1C1=C(C(=CC=C1)Cl)F)(C#N)C1=C(C=C(C=C1)Cl)F)CC(C)(C)C)OC)=O (4-{[(2R,3S,4R,5S)-4-(4-chloro-2-fluoro-phenyl)-3-(3-chloro-2-fluoro-phenyl)-4-cyano-5-(2,2-dimethyl-propyl)-pyrrolidine-2-carbonyl]-amino}-3-methoxy-benzoic acid acetoxymethyl ester). Run at time 8 hour. As a reaction SMILES: [C:1]([O:4][CH2:5]I)(=[O:3])[CH3:2].[Cl:7][C:8]1[C:9]([F:48])=[C:10]([C@@H:14]2[C@:18]([C:21]3[CH:26]=[CH:25][C:24]([Cl:27])=[CH:23][C:22]=3[F:28])([C:19]#[N:20])[C@H:17]([CH2:29][C:30]([CH3:33])([CH3:32])[CH3:31])[NH:16][C@H:15]2[C:34]([NH:36][C:37]2[CH:45]=[CH:44][C:40]([C:41]([OH:43])=[O:42])=[CH:39][C:38]=2[O:46][CH3:47])=[O:35])[CH:11]=[CH:12][CH:13]=1.C(=O)([O-])[O-].[Cs+].[Cs+]>CN(C)C=O.C(OCC)(=O)C>[C:1]([O:4][CH2:5][O:43][C:41](=[O:42])[C:40]1[CH:44]=[CH:45][C:37]([NH:36][C:34]([C@H:15]2[C@H:14]([C:10]3[CH:11]=[CH:12][CH:13]=[C:8]([Cl:7])[C:9]=3[F:48])[C@:18]([C:21]3[CH:26]=[CH:25][C:24]([Cl:27])=[CH:23][C:22]=3[F:28])([C:19]#[N:20])[C@H:17]([CH2:29][C:30]([CH3:32])([CH3:33])[CH3:31])[NH:16]2)=[O:35])=[C:38]([O:46][CH3:47])[CH:39]=1)(=[O:3])[CH3:2] |f:2.3.4|. The yield is 19.1%. Reported procedure: A portion of this iodomethyl acetate (661 mg, 3.31 mmol) was added to a suspension of chiral 4-((2R,3S,4R,5S)-3-(3-chloro-2-fluorophenyl)-4-(4-chloro-2-fluorophenyl)-4-cyano-5-neopentylpyrrolidine-2-carboxamido)-3-methoxybenzoic acid (200.1 mg, 0.325 mmol) and cesium carbonate (964.4 mg, 2.93 mmol) in dimethylformamide (8 mL) and the reaction was stirred in the dark overnight. It was then taken up in ethyl acetate, washed with water and brine, dried over anhydrous sodium sulfate and concentrated... Starting materials: C(C)(=O)OCI (iodomethyl acetate), ClC=1C(=C(C=CC1)[C@H]1[C@@H](N[C@H]([C@]1(C#N)C1=C(C=C(C=C1)Cl)F)CC(C)(C)C)C(=O)NC1=C(C=C(C(=O)O)C=C1)OC)F (4-((2R,3S,4R,5S)-3-(3-chloro-2-fluorophenyl)-4-(4-chloro-2-fluorophenyl)-4-cyano-5-neopentylpyrrolidine-2-carboxamido)-3-methoxybenzoic acid), C([O-])([O-])=O.[Cs+].[Cs+] (cesium carbonate). The reactants are FC(C(=O)O)(F)F (trifluoroacetic acid), O1C(=NC2=C1C=CC=C2)[C@@H]2N(CCC2)C(=O)OC(C)(C)C (tert-Butyl(2R)-2-(1,3-benzoxazol-2-yl)pyrrolidine-1-carboxylate). Solvent: ClCCl (dichloromethane). Run at time 3 hour. Yields the product FC(C(=O)O)(F)F.N1[C@H](CCC1)C=1OC2=C(N1)C=CC=C2 (2-[(2R)-Pyrrolidin-2-yl]-1,3-benzoxazole trifluoroacetate). As a reaction SMILES: [F:1][C:2]([F:7])([F:6])[C:3]([OH:5])=[O:4].[O:8]1[C:12]2[CH:13]=[CH:14][CH:15]=[CH:16][C:11]=2[N:10]=[C:9]1[C@H:17]1[CH2:21][CH2:20][CH2:19][N:18]1C(OC(C)(C)C)=O>ClCCl>[F:1][C:2]([F:7])([F:6])[C:3]([OH:5])=[O:4].[NH:18]1[CH2:19][CH2:20][CH2:21][C@@H:17]1[C:9]1[O:8][C:12]2[CH:13]=[CH:14][CH:15]=[CH:16][C:11]=2[N:10]=1 |f:3.4|. Procedure details: In a 16 mL flask, trifluoroacetic acid (4 mL) was added to a mixture of tert-butyl(2R)-2-(1,3-benzoxazol-2-yl)pyrrolidine-1-carboxylate (88 mg, 0.31 mmol; which may be prepared as described in Step 2) dissolved in dichloromethane (4 mL) at 0° C. under nitrogen. The reaction was allowed to warm to room temperature and stirred for 3 h. The reaction mixture was concentrated to dryness and the residue used in the next step without further purification. The reactants are C(C)(C)(C)OC(=O)N1CCC(CC1)C=1N(C=C(N1)C1=CC(=C(C=C1)F)Cl)CCOC1OCCCC1 (4-{4-(3-chloro-4-fluoro-phenyl)-1-[2-(tetrahydro-pyran-2-yloxy)-ethyl]-1H-imidazol-2-yl}-piperidine-1-carboxylic acid tert-butyl ester), Cl (hydrogen chloride). Solvent: C1CCOC1 (THF), CC(OCC)=O (EA). Conditions: time 18 hour. Product: C(C)(C)(C)OC(=O)N1CCC(CC1)C=1N(C=C(N1)C1=CC(=C(C=C1)F)Cl)CCO (4-[4-(3-Chloro-4-fluoro-phenyl)-1-(2-hydroxy-ethyl)-1H-imidazol-2-yl]-piperidine-1-carboxylic acid tert-butyl ester). Isolated yield 88.7%. RXN SMILES: [C:1]([O:5][C:6]([N:8]1[CH2:13][CH2:12][CH:11]([C:14]2[N:15]([CH2:27][CH2:28][O:29]C3CCCCO3)[CH:16]=[C:17]([C:19]3[CH:24]=[CH:23][C:22]([F:25])=[C:21]([Cl:26])[CH:20]=3)[N:18]=2)[CH2:10][CH2:9]1)=[O:7])([CH3:4])([CH3:3])[CH3:2].Cl>C1COCC1.CC(=O)OCC>[C:1]([O:5][C:6]([N:8]1[CH2:13][CH2:12][CH:11]([C:14]2[N:15]([CH2:27][CH2:28][OH:29])[CH:16]=[C:17]([C:19]3[CH:24]=[CH:23][C:22]([F:25])=[C:21]([Cl:26])[CH:20]=3)[N:18]=2)[CH2:10][CH2:9]1)=[O:7])([CH3:4])([CH3:3])[CH3:2]. Reported procedure: Dissolve 4-{4-(3-chloro-4-fluoro-phenyl)-1-[2-(tetrahydro-pyran-2-yloxy)-ethyl]-1H-imidazol-2-yl}-piperidine-1-carboxylic acid tert-butyl ester (6.85 g; 13.48 mmol) in THF (200 mL) and add 1M aqueous hydrogen chloride (20 mL) and stir 18 h at RT. Dilute with EA, wash with saturated sodium bicarbonate, brine, dry with anhydrous MgSO4, filter, and evaporate. Purify the residue on 330 g silica gel with 2:1 DCM/EA to provide the title compound (5.07 g; 89%) as a white crystalline solid. MS (ES): m/z... Starting materials: NC1=C(C(=NO1)C)Cl (5-amino-4-chloro-3-methylisoxazole), CC1=C(C=C(C=C1)C)S(=O)(=O)Cl (2,5-dimethylbenzenesulfonyl chloride). Yields the product CC1=C(C=C(C=C1)C)S(=O)(=O)NC1=C(C(=NO1)C)Cl (2,5-Dimethyl-N-(4-chloro-3-methyl-5-isoxazolyl)benzenesulfonamide). Yield: 82.0%. As a reaction SMILES: [NH2:1][C:2]1[O:6][N:5]=[C:4]([CH3:7])[C:3]=1[Cl:8].[CH3:9][C:10]1[CH:15]=[CH:14][C:13]([CH3:16])=[CH:12][C:11]=1[S:17](Cl)(=[O:19])=[O:18]>>[CH3:9][C:10]1[CH:15]=[CH:14][C:13]([CH3:16])=[CH:12][C:11]=1[S:17]([NH:1][C:2]1[O:6][N:5]=[C:4]([CH3:7])[C:3]=1[Cl:8])(=[O:18])=[O:19]. Reported procedure: 2,5-Dimethyl-N-(4-chloro-3-methyl-5-isoxazolyl)benzenesulfonamide was prepared from 5-amino-4-chloro-3-methylisoxazole and 2,5-dimethylbenzenesulfonyl chloride according to the procedures described in Example 25b. The crude product was purified by recrystallization from ethyl acetate/hexanes to give a light yellow solid, m.p. 92-93° C., yield 82%.